This data is from the Open Reaction Database (ORD), a public repository of structured organic reaction records. The task is: describe an organic reaction: reactants, conditions, products, and yield Reactants: 2008/073956 A2, C(=O)C1=C(C=CC=C1)NS(=O)(=O)C (N-(2-formylphenyl)methanesulfonamide), C([O-])([O-])=O.[Cs+].[Cs+] (cesium carbonate), COC1=CC=C(CCl)C=C1 (4-methoxybenzylchloride). The solvent is C(C)(=O)OCC (ethyl acetate), C(C)#N (acetonitrile). Reaction conditions: temperature 50 celsius, time 48 hour. The product is COC1=CC=C(CN2S(C=CC3=C2C=CC=C3)(=O)=O)C=C1 (1-(4-Methoxybenzyl)-1H-benzo[c][1,2]thiazine 2,2-dioxide), product. Yield: 31.0%. Reaction SMILES: [CH:1]([C:3]1[CH:8]=[CH:7][CH:6]=[CH:5][C:4]=1[NH:9][S:10]([CH3:13])(=[O:12])=[O:11])=O.C(=O)([O-])[O-].[Cs+].[Cs+].[CH3:20][O:21][C:22]1[CH:29]=[CH:28][C:25]([CH2:26]Cl)=[CH:24][CH:23]=1>C(#N)C.C(OCC)(=O)C>[CH3:20][O:21][C:22]1[CH:29]=[CH:28][C:25]([CH2:26][N:9]2[C:4]3[CH:5]=[CH:6][CH:7]=[CH:8][C:3]=3[CH:1]=[CH:13][S:10]2(=[O:12])=[O:11])=[CH:24][CH:23]=1 |f:1.2.3|. Procedure: The title compound was synthesized according to the method described in WO 2008/073956 A2. To a solution of N-(2-formylphenyl)methanesulfonamide (2.0 g, 10 mmol) in anhydrous acetonitrile (45 mL) was added cesium carbonate (6.5 g, 20 mmol) and 4-methoxybenzylchloride (2.7 mL, 20 mmol). The mixture was heated to 50° C. and stirred for 48 hours, diluted with ethyl acetate, filtered through Celite, and concentrated. The crude product was purified by silica gel column chromatography (50-100% methyle... The reactants are ClC1=C(OC2CCN(CC2)C(CNC(=O)C2=NNC(=C2)C2=C(C=CC=C2)OCC2=CC=CC=C2)=O)C=CC=C1 (5-(2-benzyloxy-phenyl)-1H-pyrazole-3-carboxylic acid {2-[4-(2-chloro-phenoxy)-piperidin-1-yl]-2-oxo-ethyl}-amide). Reagents/catalysts: [Pd] (Pd/C). Run in CO (methanol). Run at time 1.5 hour. The product is ClC1=C(OC2CCN(CC2)C(CNC(=O)C2=NNC(=C2)C2=C(C=CC=C2)O)=O)C=CC=C1 (5-(2-hydroxy-phenyl)-1H-pyrazole-3-carboxylic acid {2-[4-(2-chloro-phenoxy)-piperidin-1-yl]-2-oxo-ethyl}-amide). Yield: 81.6%. RXN SMILES: [Cl:1][C:2]1[CH:39]=[CH:38][CH:37]=[CH:36][C:3]=1[O:4][CH:5]1[CH2:10][CH2:9][N:8]([C:11](=[O:35])[CH2:12][NH:13][C:14]([C:16]2[CH:20]=[C:19]([C:21]3[CH:26]=[CH:25][CH:24]=[CH:23][C:22]=3[O:27]CC3C=CC=CC=3)[NH:18][N:17]=2)=[O:15])[CH2:7][CH2:6]1>CO.[Pd]>[Cl:1][C:2]1[CH:39]=[CH:38][CH:37]=[CH:36][C:3]=1[O:4][CH:5]1[CH2:10][CH2:9][N:8]([C:11](=[O:35])[CH2:12][NH:13][C:14]([C:16]2[CH:20]=[C:19]([C:21]3[CH:26]=[CH:25][CH:24]=[CH:23][C:22]=3[OH:27])[NH:18][N:17]=2)=[O:15])[CH2:7][CH2:6]1. Procedure: To a solution of 5-(2-benzyloxy-phenyl)-1H-pyrazole-3-carboxylic acid {2-[4-(2-chloro-phenoxy)-piperidin-1-yl]-2-oxo-ethyl}-amide (0.075 g, 0.00014 mole), in methanol (50 mL) was added 10% Pd/C (0.015 g) and the resulting mixture was stirred under an atmosphere of hydrogen for 1.5 hours. The mixture was then filtered through celite, the celite was washed with methanol and the organic layers were concentrated under reduced pressure. The resulting residue was recrystallized from a mixture of ethyl... Starting materials: OC(c1ccccc1)(c1ccccc1)c1cccc(Br)n1, CC[SiH](CC)CC, ClCCl, O=C(O)C(F)(F)F. The product is Brc1cccc(C(c2ccccc2)c2ccccc2)n1. RXN SMILES: [Br:8][c:9]1[cH:10][cH:11][cH:12][c:13]([C:15]([OH:16])([c:17]2[cH:18][cH:19][cH:20][cH:21][cH:22]2)[c:23]2[cH:24][cH:25][cH:26][cH:27][cH:28]2)[n:14]1.[CH2:1]([SiH:2]([CH2:3][CH3:4])[CH2:5][CH3:6])[CH3:7].[Cl:36][CH2:37][Cl:38].[OH:29][C:30]([C:31]([F:32])([F:33])[F:34])=[O:35]>>[Br:8][c:9]1[cH:10][cH:11][cH:12][c:13]([CH:15]([c:17]2[cH:18][cH:19][cH:20][cH:21][cH:22]2)[c:23]2[cH:24][cH:25][cH:26][cH:27][cH:28]2)[n:14]1. The reactants are N(=O)[O-].[Na+] (sodium nitrite), C(C)(=O)O (acetic acid), Cl (hydrochloric acid), N1=CC(=CC=C1)C1=NN=C(S1)N (5-pyridin-3-yl-[1,3,4]thiadiazol-2-ylamine). Reagents/catalysts: [Cu] (copper). Solvent: O (water), ice. Run at temperature 23 celsius. The product is ClC=1SC(=NN1)C=1C=NC=CC1 (2-chloro-5-(3-pyridyl)-[1,3,4]-thiadiazole). Isolated yield 72.0%. Reaction SMILES: [N:1]1[CH:6]=[CH:5][CH:4]=[C:3]([C:7]2[S:11][C:10](N)=[N:9][N:8]=2)[CH:2]=1.C(O)(=O)C.[ClH:17].N([O-])=O.[Na+]>O.[Cu]>[Cl:17][C:10]1[S:11][C:7]([C:3]2[CH:2]=[N:1][CH:6]=[CH:5][CH:4]=2)=[N:8][N:9]=1 |f:3.4|. Procedure details: To a mixture of 5-pyridin-3-yl-[1,3,4]thiadiazol-2-ylamine (5.5 g, 30.9 mmol) and copper powder (0.335 g, 5.27 mmol), in a mixture of glacial acetic acid (93 mL) and concentrated hydrochloric acid (19 mL) at 0° C., was added dropwise a solution of sodium nitrite (10.67 g, 154.6 mmol) dissolved in water (13 mL). The reaction mixture was then allowed to warm to 23° C. overnight. The reaction mixture was diluted with 300 g of ice, resulting in an emulsion, and extracted with dichloromethane (3×200 ... Starting materials: CCOCC, CCOC(=O)c1c[nH]cc1-c1ccc(N)cc1, [NH4+], [OH-]. The product is NC(=O)c1c[nH]cc1-c1ccc(N)cc1. RXN SMILES: [CH3:20][CH2:21][O:22][CH2:23][CH3:24].[NH2:1][c:2]1[cH:3][cH:4][c:5](-[c:8]2[c:9]([C:13]([O:15][CH2:14][CH3:16])=[O:17])[cH:10][nH:11][cH:12]2)[cH:6][cH:7]1.[NH4+:18].[OH-:19]>>[NH2:1][c:2]1[cH:3][cH:4][c:5](-[c:8]2[c:9]([C:13](=[O:15])[NH2:18])[cH:10][nH:11][cH:12]2)[cH:6][cH:7]1. Starting materials: BrC=1C=C(C=C(C1)F)NC(C)=O (N-(3-bromo-5-fluorophenyl)acetamide), Cl (HCl), aqueous solution, Cl (hydrochloric acid). Solvent: C(C)O (ethanol). Conditions: time 8 hour. The product is Cl.BrC=1C=C(N)C=C(C1)F (3-bromo-5-fluoroaniline hydrochloride). Yield: 85.0%. Reaction SMILES: [Br:1][C:2]1[CH:3]=[C:4]([NH:9]C(=O)C)[CH:5]=[C:6]([F:8])[CH:7]=1.[ClH:13]>C(O)C>[ClH:13].[Br:1][C:2]1[CH:3]=[C:4]([CH:5]=[C:6]([F:8])[CH:7]=1)[NH2:9] |f:3.4|. Reported procedure: To a solution of N-(3-bromo-5-fluorophenyl)acetamide (3.5 g, 15.13 mmole) in absolute ethanol (40 mL) was added HCl (50 mL of a 11% aqueous solution). The reaction mixture was stirred while refluxing in an oil bath set at 110° C. overnight. Conc hydrochloric acid (5 mL) was added and stirred for an additional 5 h prior to concentrating under reduce pressure. The resulting 3-bromo-5-fluoroaniline hydrochloride (2.9 g, 85% yield) was used in the next reaction without further purification. Retentio... The reactants are [Li]C, [Cl-], [Cl-], [Cl-], [Cl-], O=Cc1cccc([N+](=O)[O-])c1Cl, [Ti+4]. Yields the product CC(O)c1cccc([N+](=O)[O-])c1Cl. As a reaction SMILES: [CH3:1][Li:2].[Cl-:15].[Cl-:17].[Cl-:18].[Cl-:19].[Cl:3][c:4]1[c:5]([CH:6]=[O:7])[cH:8][cH:9][cH:10][c:11]1[N+:12](=[O:13])[O-:14].[Ti+4:16]>>[CH3:1][CH:6]([c:5]1[c:4]([Cl:3])[c:11]([N+:12](=[O:13])[O-:14])[cH:10][cH:9][cH:8]1)[OH:7]. Reactants: O=C=O, CC(C)CC(C(=O)O)C(=O)O, CNC, CCOC(C)=O, O, O=S(=O)(O)O. The product is C=C(CC(C)C)C(=O)O. Reaction SMILES: [C:15](=[O:16])=[O:17].[CH2:1]([CH:2]([CH3:3])[CH3:4])[CH:5]([C:6](=[O:7])[OH:8])[C:9]([OH:10])=[O:11].[CH3:12][NH:13][CH3:14].[CH3:24][CH2:25][O:26][C:27](=[O:28])[CH3:29].[OH2:23].[S:18](=[O:19])(=[O:20])([OH:21])[OH:22]>>[CH2:1]([CH:2]([CH3:3])[CH3:4])[C:5]([C:6](=[O:7])[OH:8])=[CH2:9].